Dataset: the Open Reaction Database (ORD), a public repository of structured organic reaction records. Task: describe an organic reaction: reactants, conditions, products, and yield The reactants are CC(C)N, O=[N+]([O-])c1cc(Cl)ccc1Cl, O. Product: CC(C)Nc1ccc(Cl)cc1[N+](=O)[O-]. Reaction SMILES: [CH3:12][CH:13]([CH3:14])[NH2:15].[Cl:1][c:2]1[c:3]([N+:9](=[O:10])[O-:11])[cH:4][c:5]([Cl:8])[cH:6][cH:7]1.[OH2:16]>>[c:2]1([NH:15][CH:13]([CH3:12])[CH3:14])[c:3]([N+:9](=[O:10])[O-:11])[cH:4][c:5]([Cl:8])[cH:6][cH:7]1. Reactants: [Br-], O=C([O-])[O-], CCCC[N+](CCCC)(CCCC)CCCC, CCC(C)=O, ClCCCc1cccnc1, [I-], [K+], [K+], [K+], CCOC(=O)N1CCNCC1, O. The product is CCOC(=O)N1CCN(CCCc2cccnc2)CC1. RXN SMILES: [Br-:30].[C:22](=[O:23])([O-:24])[O-:25].[CH2:31]([N+:32]([CH2:33][CH2:34][CH2:35][CH3:36])([CH2:37][CH2:38][CH2:39][CH3:40])[CH2:41][CH2:42][CH2:43][CH3:44])[CH2:45][CH2:46][CH3:47].[CH3:49][C:50](=[O:51])[CH2:52][CH3:53].[Cl:1][CH2:2][CH2:3][CH2:4][c:5]1[cH:6][n:7][cH:8][cH:9][cH:10]1.[I-:29].[K+:26].[K+:27].[K+:28].[N:11]1([C:17](=[O:18])[O:19][CH2:20][CH3:21])[CH2:12][CH2:13][NH:14][CH2:15][CH2:16]1.[OH2:48]>>[CH2:2]([CH2:3][CH2:4][c:5]1[cH:6][n:7][cH:8][cH:9][cH:10]1)[N:14]1[CH2:13][CH2:12][N:11]([C:17](=[O:18])[O:19][CH2:20][CH3:21])[CH2:16][CH2:15]1. The reactants are CO, CC1Cc2ccc(-c3cc(C(=O)OCc4ccccc4)n(C)c3)cc2CN1c1cc(N2CCN(C)CC2)nc(N)n1. Product: CC1Cc2ccc(-c3cc(C(=O)O)n(C)c3)cc2CN1c1cc(N2CCN(C)CC2)nc(N)n1. As a reaction SMILES: [CH3:42][OH:43].[NH2:1][c:2]1[n:3][c:4]([N:35]2[CH2:36][CH2:37][N:38]([CH3:41])[CH2:39][CH2:40]2)[cH:5][c:6]([N:8]2[CH2:9][c:10]3[cH:11][c:12](-[c:19]4[cH:20][c:21]([C:25](=[O:26])[O:27][CH2:28][c:29]5[cH:30][cH:31][cH:32][cH:33][cH:34]5)[n:22]([CH3:24])[cH:23]4)[cH:13][cH:14][c:15]3[CH2:16][CH:17]2[CH3:18])[n:7]1>>[NH2:1][c:2]1[n:3][c:4]([N:35]2[CH2:36][CH2:37][N:38]([CH3:41])[CH2:39][CH2:40]2)[cH:5][c:6]([N:8]2[CH2:9][c:10]3[cH:11][c:12](-[c:19]4[cH:20][c:21]([C:25](=[O:26])[OH:27])[n:22]([CH3:24])[cH:23]4)[cH:13][cH:14][c:15]3[CH2:16][CH:17]2[CH3:18])[n:7]1.